This data is from the Open Reaction Database (ORD), a public repository of structured organic reaction records. The task is: describe an organic reaction: reactants, conditions, products, and yield The reactants are CNC(=O)c1cc(C(=O)O)cc(C(=O)NC)n1, CO, O=S(Cl)Cl. Yields the product CNC(=O)c1cc(C(=O)OC)cc(C(=O)NC)n1. RXN SMILES: [CH3:1][NH:2][C:3](=[O:4])[c:5]1[n:6][c:7]([C:14]([NH:15][CH3:16])=[O:17])[cH:8][c:9]([C:11](=[O:12])[OH:13])[cH:10]1.[CH3:22][OH:23].[S:18]([Cl:19])([Cl:20])=[O:21]>>[CH3:1][NH:2][C:3](=[O:4])[c:5]1[n:6][c:7]([C:14]([NH:15][CH3:16])=[O:17])[cH:8][c:9]([C:11](=[O:12])[O:13][CH3:22])[cH:10]1. Reactants: CON(C([C@H](C)NC(=O)OC(C)(C)C)=O)C ((S)—N-methoxy-N-methyl-2-(tert-butoxycarbonylamino)propionamide), BrC1=NC=C(C=C1Cl)Cl (2-bromo-3,5-dichloropyridine), [Cl-].[NH4+] (ammonium chloride), O (water). The solvent is O1CCCC1 (tetrahydrofuran), O1CCCC1 (tetrahydrofuran), O1CCCC1 (tetrahydrofuran). Run at temperature -20 celsius. Yields the product ClC=1C(=NC=C(C1)Cl)C([C@H](C)NC(OC(C)(C)C)=O)=O (tert-butyl (S)—N-[2-(3,5-dichloropyridin-2-yl)-1-methyl-2-oxoethyl]carbamate). Yield: 65.5%. Reaction SMILES: Br[C:2]1[C:7]([Cl:8])=[CH:6][C:5]([Cl:9])=[CH:4][N:3]=1.CON(C)[C:13](=[O:24])[C@@H:14]([NH:16][C:17]([O:19][C:20]([CH3:23])([CH3:22])[CH3:21])=[O:18])[CH3:15].[Cl-].[NH4+].O>O1CCCC1>[Cl:8][C:7]1[C:2]([C:13](=[O:24])[C@@H:14]([NH:16][C:17](=[O:18])[O:19][C:20]([CH3:22])([CH3:21])[CH3:23])[CH3:15])=[N:3][CH:4]=[C:5]([Cl:9])[CH:6]=1 |f:2.3|. Procedure details: To 11.0 g of 2-bromo-3,5-dichloropyridine in 5 ml of tetrahydrofuran, 36.4 ml of a 1.3 M tetrahydrofuran solution of isopropylmagnesium chloride-lithium chloride complex was added dropwise with stirring at −20° C., and after the addition, the mixture was stirred at the same temperature for 15 minutes. Then, to the reaction mixture, 5.0 g of (S)—N-methoxy-N-methyl-2-(tert-butoxycarbonylamino)propionamide in 36 ml of tetrahydrofuran was added dropwise, and after the addition, the mixture was stirr... The reactants are Cc1ccc(CCOC2CCC(NC(=O)OCc3ccccc3)C2)cc1, CCO, [H][H]. The product is Cc1ccc(CCOC2CCC(N)C2)cc1. As a reaction SMILES: [CH3:1][c:2]1[cH:3][cH:4][c:5]([CH2:8][CH2:9][O:10][CH:11]2[CH2:12][CH:13]([NH:16][C:17](=[O:18])[O:19][CH2:20][c:21]3[cH:22][cH:23][cH:24][cH:25][cH:26]3)[CH2:14][CH2:15]2)[cH:6][cH:7]1.[CH3:29][CH2:30][OH:31].[H:27][H:28]>>[CH3:1][c:2]1[cH:3][cH:4][c:5]([CH2:8][CH2:9][O:10][CH:11]2[CH2:12][CH:13]([NH2:16])[CH2:14][CH2:15]2)[cH:6][cH:7]1. Reactants: C=CCCC(=O)Cl, [Li]CCCC, O=C1NC(Cc2ccccc2)CO1, CCOCC, Cl, O=C1NCCO1, C1CCOC1. Yields the product C=CCCC(=O)N1C(=O)OCC1Cc1ccccc1. RXN SMILES: [C:25]([CH2:26][CH2:27][CH:28]=[CH2:29])(=[O:30])[Cl:31].[CH2:14]([Li:15])[CH2:16][CH2:17][CH3:18].[CH2:1]([c:2]1[cH:3][cH:4][cH:5][cH:6][cH:7]1)[CH:8]1[NH:9][C:10](=[O:13])[O:11][CH2:12]1.[CH3:38][CH2:39][O:40][CH2:41][CH3:42].[ClH:37].[O:19]1[CH2:20][CH2:21][NH:22][C:23]1=[O:24].[O:32]1[CH2:33][CH2:34][CH2:35][CH2:36]1>>[CH2:1]([c:2]1[cH:3][cH:4][cH:5][cH:6][cH:7]1)[CH:8]1[N:9]([C:25]([CH2:26][CH2:27][CH:28]=[CH2:29])=[O:30])[C:10](=[O:13])[O:11][CH2:12]1. Reactants: Cl (hydrochloride), 2-(4-trifluorophenyl)-3-methoxy-5,7-dihydroxy-4H-chrom-4, FC(C1=CC=C(C=C1)C=1OC2=C(C(=CC(=C2C(C1O)=O)O)O)CC=C(C)C)(F)F (2-(4-trifluoromethylphenyl)-3,5,7-trihydroxy-8-(3-methyl-2-buten-1-yl)-4H-chromen-4-one), C([O-])([O-])=O.[Cs+].[Cs+] (cesium carbonate), C(C=C(C)C)Br (prenyl bromide). The solvent is O (water). Conditions: time 8 hour. Yields the product FC(C1=CC=C(C=C1)C=1OC2=C(C(=CC(=C2C(C1OC)=O)O)O)CC=C(C)C)(F)F (2-(4-trifluoromethylphenyl)-3-methoxy-5,7-dihydroxy-8-(3-methyl-2-buten-1-yl)-4H-chromen-4-one). Isolated yield 16.5%. As a reaction SMILES: [F:1][C:2]([F:29])([F:28])[C:3]1[CH:8]=[CH:7][C:6]([C:9]2[O:10][C:11]3[C:16]([C:17](=[O:20])[C:18]=2[OH:19])=[C:15]([OH:21])[CH:14]=[C:13]([OH:22])[C:12]=3[CH2:23][CH:24]=[C:25]([CH3:27])[CH3:26])=[CH:5][CH:4]=1.[C:30](=O)([O-])[O-].[Cs+].[Cs+].C(Br)C=C(C)C.Cl>O>[F:29][C:2]([F:1])([F:28])[C:3]1[CH:8]=[CH:7][C:6]([C:9]2[O:10][C:11]3[C:16]([C:17](=[O:20])[C:18]=2[O:19][CH3:30])=[C:15]([OH:21])[CH:14]=[C:13]([OH:22])[C:12]=3[CH2:23][CH:24]=[C:25]([CH3:26])[CH3:27])=[CH:5][CH:4]=1 |f:1.2.3|. Reported procedure: Intermediate 2-(4-trifluorophenyl)-3-methoxy-5,7-dihydroxy-4H-chrom-4-one (500 mg, 1.42 mmol) of compound 1 and cesium carbonate (4.95 g, 15 mmol) were dissolved into 25 mL water, and prenyl bromide (220 mg, 1.5 mmol) was dropped into the solution under icewater bath condition. After that, the solution was kept overnight under room temperature, and pH was adjusted about 6 with 2N hydrochloride. The solution was extracted with ethyl acetate for 2 times. Organic phases were combined, washed with s... Reaction SMILES: [CH2:26]1[O:27][CH2:28][CH2:29][O:30][CH2:31][CH2:32][O:33][CH2:34][CH2:35][O:36][CH2:37][CH2:38][O:39][CH2:40]1.[CH3:42][c:43]1[cH:44][cH:45][c:46]([S:49](=[O:50])(=[O:51])[Cl:52])[cH:47][n:48]1.[ClH:41].[F:3][c:4]1[c:5]([CH2:16][N:17]([C:18]([O:19][C:20]([CH3:21])([CH3:22])[CH3:23])=[O:24])[CH3:25])[cH:6][nH:7][c:8]1-[c:9]1[c:10]([F:15])[n:11][cH:12][cH:13][cH:14]1.[H-:1].[Na+:2].[O:53]1[CH2:54][CH2:55][CH2:56][CH2:57]1.[OH2:58]>>[F:3][c:4]1[c:5]([CH2:16][N:17]([C:18]([O:19][C:20]([CH3:21])([CH3:22])[CH3:23])=[O:24])[CH3:25])[cH:6][n:7]([S:49]([c:46]2[cH:45][cH:44][c:43]([CH3:42])[n:48][cH:47]2)(=[O:50])=[O:51])[c:8]1-[c:9]1[c:10]([F:15])[n:11][cH:12][cH:13][cH:14]1. The reactants are C1COCCOCCOCCOCCO1, Cc1ccc(S(=O)(=O)Cl)cn1, Cl, CN(Cc1c[nH]c(-c2cccnc2F)c1F)C(=O)OC(C)(C)C, [H-], [Na+], C1CCOC1, O. Yields the product Cc1ccc(S(=O)(=O)n2cc(CN(C)C(=O)OC(C)(C)C)c(F)c2-c2cccnc2F)cn1. Reactants: C(C)OC(=O)C(C(=O)OCC)C(CCC)(C)C (ethyl 2-ethoxycarbonyl-3,3-dimethylhexanoate), [OH-].[Na+] (sodium hydroxide), Cl (hydrogen chloride). Solvent: C(C)O (ethanol). Reaction conditions: time 24 hour. Product: CC(CC(=O)OCC)(CCC)C (ethyl 3,3-dimethylhexanoate). Isolated yield 64.4%. As a reaction SMILES: [CH2:1]([O:3][C:4]([CH:6]([C:12]([CH3:17])([CH3:16])[CH2:13][CH2:14][CH3:15])C(OCC)=O)=[O:5])[CH3:2].[OH-].[Na+].Cl>C(O)C>[CH3:17][C:12]([CH3:16])([CH2:13][CH2:14][CH3:15])[CH2:6][C:4]([O:3][CH2:1][CH3:2])=[O:5] |f:1.2|. Reported procedure: To a solution of ethyl 2-ethoxycarbonyl-3,3-dimethylhexanoate (24.5 g, 100 mmol) in ethanol (150 ml), was added aqueous sodium hydroxide solution (1N, 180 ml, 180 mmol) and the mixture was stirred at room temperature for 24 hours and then at 40° C. for additional 2 hours. Aqueous hydrogen chloride (3N, 60 ml, 180 mmol) was added to the reaction mixture and the resulting mixture was then concentrated to 150 ml. The mixture was extracted with ethyl acetate (200 ml) and the aqueous layer was furthe...